This data is from the Open Reaction Database (ORD), a public repository of structured organic reaction records. The task is: describe an organic reaction: reactants, conditions, products, and yield The reactants are O=C([O-])[O-], I, [K+], [K+], NOS(=O)(=O)O, O, c1ccc2cnccc2c1. Product: [I-], N[n+]1ccc2ccccc2c1. As a reaction SMILES: [C:17](=[O:18])([O-:19])[O-:20].[IH:23].[K+:21].[K+:22].[NH2:1][O:2][S:3]([OH:4])(=[O:5])=[O:6].[OH2:24].[cH:7]1[cH:8][cH:9][c:10]2[cH:11][n:12][cH:13][cH:14][c:15]2[cH:16]1>>[I-:23].[NH2:1][n+:12]1[cH:11][c:10]2[cH:9][cH:8][cH:7][cH:16][c:15]2[cH:14][cH:13]1. The reactants are CSc1ccc(Cl)nc1, O=C(OO)c1cccc(Cl)c1. Yields the product CS(=O)c1ccc(Cl)nc1. Reaction SMILES: [Cl:1][c:2]1[n:3][cH:4][c:5]([S:8][CH3:9])[cH:6][cH:7]1.[OH:10][O:11][C:12]([c:13]1[cH:14][c:15]([Cl:16])[cH:17][cH:18][cH:19]1)=[O:20]>>[Cl:1][c:2]1[n:3][cH:4][c:5]([S:8]([CH3:9])=[O:10])[cH:6][cH:7]1. The reactants are CC1=C(C=C(N)C=C1)NC1=NC=CC(=C1)C=1C=NC=NC1 (4-methyl-3-[4-(5-pyrimidinyl)pyridin-2-ylamino]aniline), Cl.Cl.CN1CCN(CC1)CC1=C(C=C(C(=O)Cl)C=C1)C(F)(F)F (4-(4-methylpiperazin-1-ylmethyl)-3-trifluoromethylbenzoyl chloride dihydrochloride). As a reaction SMILES: [CH3:1][C:2]1[CH:8]=[CH:7][C:5]([NH2:6])=[CH:4][C:3]=1[NH:9][C:10]1[CH:15]=[C:14]([C:16]2[CH:17]=[N:18][CH:19]=[N:20][CH:21]=2)[CH:13]=[CH:12][N:11]=1.Cl.Cl.[CH3:24][N:25]1[CH2:30][CH2:29][N:28]([CH2:31][C:32]2[CH:40]=[CH:39][C:35]([C:36](Cl)=[O:37])=[CH:34][C:33]=2[C:41]([F:44])([F:43])[F:42])[CH2:27][CH2:26]1>>[CH3:24][N:25]1[CH2:26][CH2:27][N:28]([CH2:31][C:32]2[CH:40]=[CH:39][C:35]([C:36]([NH:6][C:5]3[CH:7]=[CH:8][C:2]([CH3:1])=[C:3]([NH:9][C:10]4[CH:15]=[C:14]([C:16]5[CH:17]=[N:18][CH:19]=[N:20][CH:21]=5)[CH:13]=[CH:12][N:11]=4)[CH:4]=3)=[O:37])=[CH:34][C:33]=2[C:41]([F:44])([F:42])[F:43])[CH2:29][CH2:30]1 |f:1.2.3|. Reported procedure: This compound was prepared in the same manner as in Example 1, except that 4-methyl-3-[4-(5-pyrimidinyl)pyridin-2-ylamino]aniline (Reference Example 22) and 4-(4-methylpiperazin-1-ylmethyl)-3-trifluoromethylbenzoyl chloride dihydrochloride (Reference Example 2) were used, and that the resulting crude crystals were washed with ethyl acetate. Yields the product CN1CCN(CC1)CC1=C(C=C(C(=O)NC2=CC(=C(C=C2)C)NC2=NC=CC(=C2)C=2C=NC=NC2)C=C1)C(F)(F)F (4-(4-methylpiperazin-1-ylmethyl)-3-trifluoromethyl-N-{4-methyl-3-[4-(5-pyrimidinyl)pyridin-2-ylamino]phenyl}benzamide). Procedure: Aluminium chloride (278 mg, 2.087 mmol) was added portionwise to a stirred solution of 1-(4-Bromo-phenyl)-2-methylamino-ethanol (160 mg, 0.696 mmol) in chlorobenzene (3 ml) and the reaction mixture stirred at room temperature for 17 hours. Water (2 ml) was added dropwise and the reaction mixture was then partitioned between dichloromethane (100 ml) and saturated NaHCO3 (30 ml). The organic layer was dried (MgSO4), filtered and concentrated under reduced pressure. The crude product was then purif... Reaction SMILES: [Cl-:1].[Al+3].[Cl-].[Cl-].[Br:5][C:6]1[CH:11]=[CH:10][C:9]([CH:12](O)[CH2:13][NH:14][CH3:15])=[CH:8][CH:7]=1.O>ClC1C=CC=CC=1>[Br:5][C:6]1[CH:11]=[CH:10][C:9]([CH:12]([C:6]2[CH:11]=[CH:10][C:9]([Cl:1])=[CH:8][CH:7]=2)[CH2:13][NH:14][CH3:15])=[CH:8][CH:7]=1 |f:0.1.2.3|. Conditions: time 17 hour. Yields the product BrC1=CC=C(C=C1)C(CNC)C1=CC=C(C=C1)Cl ([2-(4-Bromo-phenyl)-2-(4-chloro-phenyl)-ethyl]-methyl-amine). Run in ClC1=CC=CC=C1 (chlorobenzene). The reactants are [Cl-].[Al+3].[Cl-].[Cl-] (Aluminium chloride), BrC1=CC=C(C=C1)C(CNC)O (1-(4-Bromo-phenyl)-2-methylamino-ethanol), O (Water). Reactants: BrCCOc1cccc(-c2noc3ccsc23)c1, O=C([O-])[O-], C1CCNCC1, CC#N, [K+], [K+]. The product is c1cc(OCCN2CCCCC2)cc(-c2noc3ccsc23)c1. Reaction SMILES: [Br:1][CH2:2][CH2:3][O:4][c:5]1[cH:6][c:7](-[c:11]2[n:12][o:13][c:14]3[c:15]2[s:16][cH:17][cH:18]3)[cH:8][cH:9][cH:10]1.[C:19](=[O:20])([O-:21])[O-:22].[CH2:25]1[CH2:26][CH2:27][NH:28][CH2:29][CH2:30]1.[CH3:31][C:32]#[N:33].[K+:23].[K+:24]>>[CH2:2]([CH2:3][O:4][c:5]1[cH:6][c:7](-[c:11]2[n:12][o:13][c:14]3[c:15]2[s:16][cH:17][cH:18]3)[cH:8][cH:9][cH:10]1)[N:28]1[CH2:27][CH2:26][CH2:25][CH2:30][CH2:29]1. The reactants are CC(=O)Nc1ccc(C(N)=O)c2c1CCO2, C1CCOC1, O=C(OC(=O)C(F)(F)F)C(F)(F)F, O, c1ccncc1. As a reaction SMILES: [C:1]([CH3:2])(=[O:3])[NH:4][c:5]1[cH:6][cH:7][c:8]([C:14](=[O:15])[NH2:16])[c:9]2[c:10]1[CH2:11][CH2:12][O:13]2.[CH2:37]1[O:38][CH2:39][CH2:40][CH2:41]1.[F:23][C:24]([F:25])([F:26])[C:27]([O:28][C:29](=[O:30])[C:31]([F:32])([F:33])[F:34])=[O:35].[OH2:36].[cH:17]1[cH:18][cH:19][n:20][cH:21][cH:22]1>>[C:1]([CH3:2])(=[O:3])[NH:4][c:5]1[cH:6][cH:7][c:8]([C:14]#[N:16])[c:9]2[c:10]1[CH2:11][CH2:12][O:13]2. The product is CC(=O)Nc1ccc(C#N)c2c1CCO2. Product: c1cc(N2CCC(CN3CCSCC3)CC2)ccc1CN1CCCC1. As a reaction SMILES: [CH2:21]1[CH2:22][S:23][CH2:24][CH2:25][NH:26]1.[N:1]1([CH2:6][c:7]2[cH:8][cH:9][c:10]([N:13]3[CH2:14][CH2:15][CH:16]([CH:19]=[O:20])[CH2:17][CH2:18]3)[cH:11][cH:12]2)[CH2:2][CH2:3][CH2:4][CH2:5]1>>[N:1]1([CH2:6][c:7]2[cH:8][cH:9][c:10]([N:13]3[CH2:14][CH2:15][CH:16]([CH2:19][N:26]4[CH2:21][CH2:22][S:23][CH2:24][CH2:25]4)[CH2:17][CH2:18]3)[cH:11][cH:12]2)[CH2:2][CH2:3][CH2:4][CH2:5]1. The reactants are C1CSCCN1, O=CC1CCN(c2ccc(CN3CCCC3)cc2)CC1. Starting materials: BrC1=NC=CC=N1 (2-Bromopyrimidine), C([O-])([O-])=O.[Na+].[Na+] (sodium carbonate), CC1(OB(OC1(C)C)C=1C=C(C=NC1)C(=O)OC)C (methyl 5-(4,4,5,5-tetramethyl-1,3,2-dioxaborolan-2-yl)pyridine-3-carboxylate). The reagents and catalysts are Cl[Pd]([P](C1=CC=CC=C1)(C2=CC=CC=C2)C3=CC=CC=C3)([P](C4=CC=CC=C4)(C5=CC=CC=C5)C6=CC=CC=C6)Cl (bis(triphenylphosphine)palladium(II) dichloride). The solvent is COCCOC (ethylene glycol dimethyl ether), O (water), O (water), C(C)(=O)OCC (ethyl acetate). The product is N1=C(N=CC=C1)C=1C=C(C=NC1)C(=O)OC (methyl 5-(pyrimidin-2-yl)pyridine-3-carboxylate). Yield: 36.7%. RXN SMILES: Br[C:2]1[N:7]=[CH:6][CH:5]=[CH:4][N:3]=1.C(=O)([O-])[O-].[Na+].[Na+].CC1(C)C(C)(C)OB([C:22]2[CH:23]=[C:24]([C:28]([O:30][CH3:31])=[O:29])[CH:25]=[N:26][CH:27]=2)O1>Cl[Pd](Cl)([P](C1C=CC=CC=1)(C1C=CC=CC=1)C1C=CC=CC=1)[P](C1C=CC=CC=1)(C1C=CC=CC=1)C1C=CC=CC=1.O.C(OCC)(=O)C.COCCOC>[N:3]1[CH:4]=[CH:5][CH:6]=[N:7][C:2]=1[C:22]1[CH:23]=[C:24]([C:28]([O:30][CH3:31])=[O:29])[CH:25]=[N:26][CH:27]=1 |f:1.2.3,^1:35,54|. Procedure details: 2-Bromopyrimidine (73 mg), sodium carbonate (81 mg), water (0.3 mL), and bis(triphenylphosphine)palladium(II) dichloride (5.3 mg) were added to an ethylene glycol dimethyl ether (1 mL) solution of methyl 5-(4,4,5,5-tetramethyl-1,3,2-dioxaborolan-2-yl)pyridine-3-carboxylate (0.10 g), followed by heating to reflux under a nitrogen atmosphere for 1 hour and 30 minutes. After cooling the reaction mixture to room temperature, ethyl acetate and water were added thereto, and the insoluble substance was... The reactants are C1(=CC=C(C=C1)S(=O)(=O)O)C.N[C@H](C)C(=O)N(NC([C@H](CC(C)C)[C@H](C\C=C\C1=CC=CC=C1)C(NO)=O)=O)C1CCCC1 ((E)-2′-(D-alanyl)-2′-cyclopentyl-2(R)-[1(S)-(hydroxycarbamoyl)-4-phenyl-3-butenyl]-4-methylvalerohydrazide p-toluene-sulphonate), C1(=CC=C(C=C1)S(=O)(=O)O)C.N[C@H](C)C(=O)N(NC([C@@](CCC)([C@@H](C\C=C\C1=CC=CC=C1)C(=O)O)C)=O)C1CCCC1 ((E)-2′-(D-alanyl)-2′-cyclopentyl-2(S)-[1(R)-(hydroxycarbonyl)-4-phenyl-3-butenyl]-methylvalerohydrazide p-toluenesulphonate), mixture, CC(CCC(=O)NN)C (4-methylvalero-hydrazide). Yields the product N[C@H](C)C(=O)N(NC([C@@H](CC(C)C)[C@@H](C\C=C\C1=CC=CC=C1)C(NOC1OCCCC1)=O)=O)C1CCCC1 ((E)-2′-(D-alanyl)-2′-cyclopentyl-2(S)-[1(R)-[(tetrahydro-2(RS)-pyranyloxy)carbamoyl]-4-phenyl-3-butenyl]-4-methylvalerohydrazide), mixture. Reaction SMILES: C[CH:2]([CH3:9])[CH2:3][CH2:4][C:5](NN)=[O:6].C1(C)C=CC(S(O)(=O)=O)=CC=1.[NH2:21][C@@H:22]([C:24]([N:26]([CH:49]1[CH2:53][CH2:52][CH2:51][CH2:50]1)[NH:27][C:28](=[O:48])[C@@H:29]([C@@H:34]([C:44](=[O:47])[NH:45][OH:46])[CH2:35]/[CH:36]=[CH:37]/[C:38]1[CH:43]=[CH:42][CH:41]=[CH:40][CH:39]=1)[CH2:30][CH:31]([CH3:33])[CH3:32])=[O:25])[CH3:23].C1(C)C=CC(S(O)(=O)=O)=CC=1.N[C@@H](C(N(C1CCCC1)NC(=O)[C@](C)([C@H](C(O)=O)C/C=C/C1C=CC=CC=1)CCC)=O)C>>[NH2:21][C@@H:22]([C:24]([N:26]([CH:49]1[CH2:50][CH2:51][CH2:52][CH2:53]1)[NH:27][C:28](=[O:48])[C@H:29]([C@H:34]([C:44](=[O:47])[NH:45][O:46][CH:5]1[CH2:4][CH2:3][CH2:2][CH2:9][O:6]1)[CH2:35]/[CH:36]=[CH:37]/[C:38]1[CH:43]=[CH:42][CH:41]=[CH:40][CH:39]=1)[CH2:30][CH:31]([CH3:33])[CH3:32])=[O:25])[CH3:23] |f:1.2,3.4|. Procedure: In a manner analogous to that described in the first paragraph of Example 5, starting from 0.058 g of a mixture of (E)-2′-(D-alanyl)-2′-cyclopentyl-2(R)-[1(S)-[tetrahydro-2(RS)-pyranyloxy)carbamoyl]-4-phenyl-3-butenyl]-4-methylvalero-hydrazide and (E)-2′-(D-alanyl)-2′-cyclopentyl-2(S)-[1(R)-[(tetrahydro-2(RS)-pyranyloxy)carbamoyl]-4-phenyl-3-butenyl]-4-methylvalerohydrazide there was obtained 0.048 mg of a mixture of (E)-2′-(D-alanyl)-2′-cyclopentyl-2(R)-[1(S)-(hydroxycarbamoyl)-4-phenyl-3-buten...